This data is from the Open Reaction Database (ORD), a public repository of structured organic reaction records. The task is: describe an organic reaction: reactants, conditions, products, and yield The reactants are [OH-].[Na+].O1CCOCC1 (sodium hydroxide dioxane), BrC1=CC(=C(C=C1)CN1C(C(SC2=C1C=CC=C2)CC(=O)OCC)=O)F (ethyl 2-[4-(4-bromo-2-fluorophenylmethyl)-3,4-dihydro-3-oxo-2H-1,4-benzothiazin-2-yl]acetate), Cl (hydrochloric acid). Run at time 2 hour. The product is BrC1=CC(=C(C=C1)CN1C(C(SC2=C1C=CC=C2)CC(=O)O)=O)F (2-[4-(4-bromo-2-fluorophenylmethyl)-3,4-dihydro-3-oxo-2H-1,4-benzothiazin-2-yl]acetic acid). Isolated yield 94.6%. Reaction SMILES: [OH-].[Na+].O1CCOCC1.[Br:9][C:10]1[CH:15]=[CH:14][C:13]([CH2:16][N:17]2[C:22]3[CH:23]=[CH:24][CH:25]=[CH:26][C:21]=3[S:20][CH:19]([CH2:27][C:28]([O:30]CC)=[O:29])[C:18]2=[O:33])=[C:12]([F:34])[CH:11]=1.Cl>>[Br:9][C:10]1[CH:15]=[CH:14][C:13]([CH2:16][N:17]2[C:22]3[CH:23]=[CH:24][CH:25]=[CH:26][C:21]=3[S:20][CH:19]([CH2:27][C:28]([OH:30])=[O:29])[C:18]2=[O:33])=[C:12]([F:34])[CH:11]=1 |f:0.1.2|. Procedure details: To 8 ml of 1 N sodium hydroxide-dioxane (1:1) mixture was added 700 mg of the compound of Example 20. After the mixture had been stirred at room temperature for 2 hours, it was acidified with 1 N hydrochloric acid. The mixture was extracted with ethyl acetate. The ethyl acetate layer was washed with water dried, and concentrated. The resulting crude product was recrystallized from ethyl acetate-isopropyl ether to give 620 mg of 2-[4-(4-bromo-2-fluorophenylmethyl)-3,4-dihydro-3-oxo-2H-1,4-benzoth... Reactants: NC1=C(C(=O)NCC(=O)NCC2CCN(CC2)CC2=CC(=C(C=C2)C)[N+](=O)[O-])C=C(C(=C1)F)F (4-[[N-(2-amino-4,5-difluorobenzoyl)glycyl]aminomethyl]-1-(4-methyl-3-nitrobenzyl)piperidine). The reagents and catalysts are [C].[Pd] (palladium carbon). Run in CO (methanol). Reaction conditions: time 4 hour. Product: NC1=C(C(=O)NCC(=O)NCC2CCN(CC2)CC2=CC(=C(C=C2)C)N)C=C(C(=C1)F)F (4-[[N-(2-amino-4,5-difluorobenzoyl)glycyl]aminomethyl]-1-(3-amino-4-methylbenzyl)piperidine). Reaction SMILES: [NH2:1][C:2]1[CH:32]=[C:31]([F:33])[C:30]([F:34])=[CH:29][C:3]=1[C:4]([NH:6][CH2:7][C:8]([NH:10][CH2:11][CH:12]1[CH2:17][CH2:16][N:15]([CH2:18][C:19]2[CH:24]=[CH:23][C:22]([CH3:25])=[C:21]([N+:26]([O-])=O)[CH:20]=2)[CH2:14][CH2:13]1)=[O:9])=[O:5]>[C].[Pd].CO>[NH2:1][C:2]1[CH:32]=[C:31]([F:33])[C:30]([F:34])=[CH:29][C:3]=1[C:4]([NH:6][CH2:7][C:8]([NH:10][CH2:11][CH:12]1[CH2:17][CH2:16][N:15]([CH2:18][C:19]2[CH:24]=[CH:23][C:22]([CH3:25])=[C:21]([NH2:26])[CH:20]=2)[CH2:14][CH2:13]1)=[O:9])=[O:5] |f:1.2|. Procedure details: A mixture of the resulting 4-[[N-(2-amino-4,5-difluorobenzoyl)glycyl]aminomethyl]-1-(4-methyl-3-nitrobenzyl)piperidine with a 5% palladium carbon (15 mg) and methanol (2 mL) was stirred at room temperature under a hydrogen atmosphere for 4 hours. The palladium catalyst was removed by filtration through Celite, and the filtrate was concentrated and purified by preparative TLC (SiO2, ethyl acetate/methanol=3:1) to thereby provide 4-[[N-(2-amino-4,5-difluorobenzoyl)glycyl]aminomethyl]-1-(3-amino-4-... Starting materials: COC(CC(C)=O)=O (3-oxo-butyric acid methyl ester), R3—(CH2)m—NH2, N[C@H]1[C@@H](CCCC1)O (trans-2-aminocyclohexanol), BrCC(=O)C1=C(C=CC=C1)OC(F)(F)F (2-bromo-1-[2-(trifluoromethoxy)phenyl]-ethanone), C([C@H]1CCCO1)N ((R)-tetrahydrofurfurylamine). Yields the product OC1C(CCCC1)NC(=O)C1=C(N(C(=C1)C1=C(C=CC=C1)OC(F)(F)F)C[C@@H]1OCCC1)C (2-Methyl-1-[(R)-1-(tetrahydro-furan-2-yl)methyl]-5-(2-trifluoromethoxy-phenyl)-1H-pyrrole-3-carboxylic acid ((1RS,2RS)-2-hydroxy-cyclohexyl)-amide). RXN SMILES: CO[C:3](=[O:8])[CH2:4][C:5](=O)[CH3:6].Br[CH2:10][C:11]([C:13]1[CH:18]=[CH:17][CH:16]=[CH:15][C:14]=1[O:19][C:20]([F:23])([F:22])[F:21])=O.[CH2:24]([NH2:30])[C@@H:25]1[O:29][CH2:28][CH2:27][CH2:26]1.[NH2:31][C@@H:32]1[CH2:37][CH2:36][CH2:35][CH2:34][C@H:33]1[OH:38]>>[OH:38][CH:33]1[CH2:34][CH2:35][CH2:36][CH2:37][CH:32]1[NH:31][C:3]([C:4]1[CH:10]=[C:11]([C:13]2[CH:18]=[CH:17][CH:16]=[CH:15][C:14]=2[O:19][C:20]([F:23])([F:22])[F:21])[N:30]([CH2:24][C@H:25]2[CH2:26][CH2:27][CH2:28][O:29]2)[C:5]=1[CH3:6])=[O:8]. Reported procedure: The title compound was synthesized in analogy to example 7, using 3-oxo-butyric acid methyl ester as compound of formula R, 2-bromo-1-[2-(trifluoromethoxy)phenyl]-ethanone as compound of formula S, (R)-tetrahydrofurfurylamine as R3—(CH2)m—NH2 and trans-2-aminocyclohexanol as R1R2NH, MS (ISP) 467.5 (M+H)+. Starting materials: OC1(CC(=O)OC(C1)CCC1=CC(=C(C=C1)OCC1=CC=CC=C1)OC)C (3-hydroxy-3-methyl-7-(p-benzyloxy-m-methoxyphenyl)-5-heptanolide). The reagents and catalysts are [Pd] (palladium-charcoal). The solvent is C(C)(=O)OCC (ethyl acetate). Product: OC1(CC(=O)OC(C1)CCC1=CC(=C(C=C1)O)OC)C (3-Hydroxy-3-methyl-7-(p-hydroxy-m-methoxyphenyl)-5-heptanolide). Reaction SMILES: [OH:1][C:2]1([CH3:27])[CH2:8][CH:7]([CH2:9][CH2:10][C:11]2[CH:16]=[CH:15][C:14]([O:17]CC3C=CC=CC=3)=[C:13]([O:25][CH3:26])[CH:12]=2)[O:6][C:4](=[O:5])[CH2:3]1>[Pd].C(OCC)(=O)C>[OH:1][C:2]1([CH3:27])[CH2:8][CH:7]([CH2:9][CH2:10][C:11]2[CH:16]=[CH:15][C:14]([OH:17])=[C:13]([O:25][CH3:26])[CH:12]=2)[O:6][C:4](=[O:5])[CH2:3]1. Procedure: Using 140 mg of 3-hydroxy-3-methyl-7-(p-benzyloxy-m-methoxyphenyl)-5-heptanolide, 140 mg of 5% palladium-charcoal and 14 ml of ethyl acetate, the reaction and the purification of the product were carried out according to the method described in Example 27 affording 75 mg of the desired compound melting at 162°-164° C. The reactants are Cl.NCCC(=O)NNC(=O)N1C2=C(OC3=C(C1)C=CC=C3)C=CC(=C2)Cl (8-chlorodibenz[b,f][1,4]oxazepine-10(11H)-carboxylic acid, 2-(3-amino-1-oxopropyl)hydrazide, monohydrochloride), CN=C=O (methylisocyanate). The product is CNC(=O)NCCC(=O)NNC(=O)N1C2=C(OC3=C(C1)C=CC=C3)C=CC(=C2)Cl (8-chlorodibenz[b,f][1,4]oxazepine-10(11H)-carboxylic acid, 2-[3-[[(methylamino)carbonyl]amino]-1-oxopropyl]hydrazide), product. The yield is 40.0%. Reaction SMILES: Cl.[NH2:2][CH2:3][CH2:4][C:5]([NH:7][NH:8][C:9]([N:11]1[CH2:17][C:16]2[CH:18]=[CH:19][CH:20]=[CH:21][C:15]=2[O:14][C:13]2[CH:22]=[CH:23][C:24]([Cl:26])=[CH:25][C:12]1=2)=[O:10])=[O:6].[CH3:27][N:28]=[C:29]=[O:30]>>[CH3:27][NH:28][C:29]([NH:2][CH2:3][CH2:4][C:5]([NH:7][NH:8][C:9]([N:11]1[CH2:17][C:16]2[CH:18]=[CH:19][CH:20]=[CH:21][C:15]=2[O:14][C:13]2[CH:22]=[CH:23][C:24]([Cl:26])=[CH:25][C:12]1=2)=[O:10])=[O:6])=[O:30] |f:0.1|. Reported procedure: 8-chlorodibenz[b,f][1,4]oxazepine-10(11H)-carboxylic acid, 2-[3-[[(methylamino)carbonyl]amino]-1-oxopropyl]hydrazide (12) was prepared from 8-chlorodibenz[b,f][1,4]oxazepine-10(11H)-carboxylic acid, 2-(3-amino-1-oxopropyl)hydrazide, monohydrochloride (9), prepared as described above in Example 9, and methylisocyanate, in the manner described in Example 10 above, on a one mmol scale to yield 0.17 g (40%) of product. Reactants: ClC=1C=NC=C(C1NC=1NC2=C(N1)C=C(C1=C2CC(O1)(C)C)C(=O)O)Cl (2-[(3,5-dichloropyridin-4-yl)amino]-7,7-dimethyl-7,8-dihydro-1H-furo[3,2-e]benzimidazole-5-carboxylic acid), FC(C1=C(C=CC=C1)CN)(F)F (1-[2-(trifluoromethyl)phenyl]methanamine), F[B-](F)(F)F.N1(N=NC2=C1C=CC=C2)OC(=[N+](C)C)N(C)C (O-(benzotriazol-1-yl)-N,N,N′,N′-tetramethyluronium tetrafluoroborate), CN1CCOCC1 (N-methyl morpholine). Run in C1CCOC1 (THF), CN(C)C=O (DMF). The product is ClC=1C=NC=C(C1NC=1NC2=C(N1)C=C(C1=C2CC(O1)(C)C)C(=O)NCC1=C(C=CC=C1)C(F)(F)F)Cl (2-[(3,5-Dichloropyridin-4-yl)amino]-7,7-dimethyl-N-[2-(trifluoromethyl)benzyl]-7,8-dihydro-1H-furo[3,2-e]benzimidazole-5-carboxamide). The yield is 21.5%. RXN SMILES: [Cl:1][C:2]1[CH:3]=[N:4][CH:5]=[C:6]([Cl:26])[C:7]=1[NH:8][C:9]1[NH:10][C:11]2[C:17]3[CH2:18][C:19]([CH3:22])([CH3:21])[O:20][C:16]=3[C:15]([C:23]([OH:25])=O)=[CH:14][C:12]=2[N:13]=1.F[B-](F)(F)F.N1(OC(N(C)C)=[N+](C)C)C2C=CC=CC=2N=N1.CN1CCOCC1.[F:56][C:57]([F:67])([F:66])[C:58]1[CH:63]=[CH:62][CH:61]=[CH:60][C:59]=1[CH2:64][NH2:65]>C1COCC1.CN(C=O)C>[Cl:26][C:6]1[CH:5]=[N:4][CH:3]=[C:2]([Cl:1])[C:7]=1[NH:8][C:9]1[NH:10][C:11]2[C:17]3[CH2:18][C:19]([CH3:22])([CH3:21])[O:20][C:16]=3[C:15]([C:23]([NH:65][CH2:64][C:59]3[CH:60]=[CH:61][CH:62]=[CH:63][C:58]=3[C:57]([F:56])([F:66])[F:67])=[O:25])=[CH:14][C:12]=2[N:13]=1 |f:1.2|. Reported procedure: The title compound was prepared following the procedure as described for Example-1 using 2-[(3,5-dichloropyridin-4-yl)amino]-7,7-dimethyl-7,8-dihydro-1H-furo[3,2-e]benzimidazole-5-carboxylic acid (Intermediate-3, 0.050 g, 0.127 mmol), O-(benzotriazol-1-yl)-N,N,N′,N′-tetramethyluronium tetrafluoroborate (0.082 g, 0.255 mmol), N-methyl morpholine (0.5 mL), DMF (1.0 mL), THF (5.0 mL) and 1-[2-(trifluoromethyl)phenyl]methanamine (Intermediate-4, 0.027 g, 0.154 mmol) to afford 0.015 g of the desired ... RXN SMILES: [CH2:1]([O:19][CH:20]([CH2:23][O:24][C:25]([C:38]1[CH:43]=[CH:42][CH:41]=[CH:40][CH:39]=1)([C:32]1[CH:37]=[CH:36][CH:35]=[CH:34][CH:33]=1)[C:26]1[CH:31]=[CH:30][CH:29]=[CH:28][CH:27]=1)[CH2:21][OH:22])[CH2:2][CH2:3][CH2:4][CH2:5][CH2:6][CH2:7][CH2:8][CH2:9][CH2:10][CH2:11][CH2:12][CH2:13][CH2:14][CH2:15][CH2:16][CH2:17][CH3:18].[C:44]1([CH3:54])[CH:49]=[CH:48][C:47]([S:50](Cl)(=[O:52])=[O:51])=[CH:46][CH:45]=1.C(OCC)C>O>[C:44]1([CH3:54])[CH:49]=[CH:48][C:47]([S:50]([O:22][CH2:21][CH:20]([CH2:23][O:24][C:25]([C:38]2[CH:39]=[CH:40][CH:41]=[CH:42][CH:43]=2)([C:32]2[CH:33]=[CH:34][CH:35]=[CH:36][CH:37]=2)[C:26]2[CH:31]=[CH:30][CH:29]=[CH:28][CH:27]=2)[O:19][CH2:1][CH2:2][CH2:3][CH2:4][CH2:5][CH2:6][CH2:7][CH2:8][CH2:9][CH2:10][CH2:11][CH2:12][CH2:13][CH2:14][CH2:15][CH2:16][CH2:17][CH3:18])(=[O:52])=[O:51])=[CH:46][CH:45]=1. Solvent: O (water), O (water). Yield: 83.1%. Procedure: A solution of 2-O-Octadecyl-3-O-trityl-glycerol (10 g, 17.04 mmol) in 52 ml water-free pyridine is added dropwise during 30 min. to a solution of p-toluenesulfonyl chloride (5.1 g, 26.75 mmol) in 39 ml water-free pyridine under stirring. After 2 days at room temperature 162 ml diethyl ether are added and the precipitate formed is removed by filtration. The organic phase is washed successively with water (6×50 ml), 0.5N HCl (2×29 ml), 0.5N sodium carbonate (2×29 ml), and water (4×50 ml). Evaporat... Yields the product C1(=CC=C(C=C1)S(=O)(=O)OCC(OCCCCCCCCCCCCCCCCCC)COC(C1=CC=CC=C1)(C1=CC=CC=C1)C1=CC=CC=C1)C (1-p-toluenesulfonyl-2-O-Octadecyl-3-O-trityl-glycerol). Reactants: C(C)OCC (diethyl ether), C(CCCCCCCCCCCCCCCCC)OC(CO)COC(C1=CC=CC=C1)(C1=CC=CC=C1)C1=CC=CC=C1 (2-O-Octadecyl-3-O-trityl-glycerol), C1(=CC=C(C=C1)S(=O)(=O)Cl)C (p-toluenesulfonyl chloride).